From a dataset of the Open Reaction Database (ORD), a public repository of structured organic reaction records. describe an organic reaction: reactants, conditions, products, and yield The reactants are BrCC(=O)Br (bromoacetyl bromide), C(C)(=O)OCCNC1=C(C(=O)C2=C(C=CC=C2)F)C=C(C=C1)Cl (2-(2-acetoxyethylamino)-5-chloro-2'-fluorobenzophenone), 5g, C([O-])([O-])=O.[K+].[K+] (potassium carbonate), O (water). Run in C(Cl)(Cl)Cl (chloroform). Yields the product C(C)(=O)OCCN(C(CBr)=O)C1=C(C(=O)C2=C(C=CC=C2)F)C=C(C=C1)Cl (2-[N-(2-Acetoxyethyl)-N-(2-bromoacetyl)amino]-5-chloro-2'-fluorobenzophenone). RXN SMILES: [C:1]([O:4][CH2:5][CH2:6][NH:7][C:8]1[CH:22]=[CH:21][C:20]([Cl:23])=[CH:19][C:9]=1[C:10]([C:12]1[CH:17]=[CH:16][CH:15]=[CH:14][C:13]=1[F:18])=[O:11])(=[O:3])[CH3:2].C(=O)([O-])[O-].[K+].[K+].[Br:30][CH2:31][C:32](Br)=[O:33].O>C(Cl)(Cl)Cl>[C:1]([O:4][CH2:5][CH2:6][N:7]([C:8]1[CH:22]=[CH:21][C:20]([Cl:23])=[CH:19][C:9]=1[C:10]([C:12]1[CH:17]=[CH:16][CH:15]=[CH:14][C:13]=1[F:18])=[O:11])[C:32](=[O:33])[CH2:31][Br:30])(=[O:3])[CH3:2] |f:1.2.3|. Reported procedure: A mixture of 2.5g (0.0074 M) of 2-(2-acetoxyethylamino)-5-chloro-2'-fluorobenzophenone and 5g (0.0362 M) of potassium carbonate in 25 ml of dry chloroform was treated with 2.0g (0.0096 M) of bromoacetyl bromide over a 20 minute period with stirring. The mixture was stirred for 1 hour at room temperature when 25 ml of water was added, and the chloroform layer was separated. The organic layer was washed with saturated brine, dried over anhydrous sodium sulfate and evaporated to dryness. The residu... Reaction conditions: temperature 55 celsius. Reactants: OC1(C(=CC(NC1)=O)C1=CC=NC=C1)C=1C=C(C=CC1)C (5-hydroxy-5-m-tolyl-5,6-dihydro-1H-[4,4′]bipyridinyl-2-one), OS(=O)(=O)O (H2SO4). Procedure: To a solution of 5-hydroxy-5-m-tolyl-5,6-dihydro-1H-[4,4′]bipyridinyl-2-one (280 mg, 1.0 mmole) in CHCl3 (5 mL) at r.t. was added 1 ml of conc. H2SO4. The resulting mixture was heated to 55° C. for 1 hr. The mixture was cooled down to r.t. and was carefully quenched with aqueous sodium carbonate. Standard work up (extraction of compound with methylene chloride), followed by purification (silica gel, methanol/methylene chloride) gave the title compound. MS (m/z): Calcd. C17H14N2O(M+): 262, found ... Product: C1(=CC(=CC=C1)C=1C(=CC(NC1)=O)C1=CC=NC=C1)C (5-m-tolyl-1H-[4,4′]bipyridinyl-2-one). As a reaction SMILES: O[C:2]1([C:15]2[CH:16]=[C:17]([CH3:21])[CH:18]=[CH:19][CH:20]=2)[CH2:7][NH:6][C:5](=[O:8])[CH:4]=[C:3]1[C:9]1[CH:14]=[CH:13][N:12]=[CH:11][CH:10]=1.OS(O)(=O)=O>C(Cl)(Cl)Cl>[C:17]1([CH3:21])[CH:18]=[CH:19][CH:20]=[C:15]([C:2]2[C:3]([C:9]3[CH:10]=[CH:11][N:12]=[CH:13][CH:14]=3)=[CH:4][C:5](=[O:8])[NH:6][CH:7]=2)[CH:16]=1. The solvent is C(Cl)(Cl)Cl (CHCl3).